This data is from the Open Reaction Database (ORD), a public repository of structured organic reaction records. The task is: describe an organic reaction: reactants, conditions, products, and yield As a reaction SMILES: [CH3:1][C:2]1[CH:3]=[C:4]([C:7]([OH:9])=O)[S:5][CH:6]=1.S(Cl)([Cl:12])=O>>[CH3:1][C:2]1[CH:3]=[C:4]([C:7]([Cl:12])=[O:9])[S:5][CH:6]=1. Procedure: 220 cc of thionyl chloride were progressively added to 50 gm of 4-methyl-thiophene-2-carboxylic acid [prepared by process in Beil, Vol. 18, p. 294] and the mixture was heated to reflux for 1 hour. Excess thionyl chloride was evaporated off under reduced pressure and the residue was distilled under reduced pressure to obtain 51 gm of 4-methyl-thiophene-2-carboxylic acid chloride boiling at 112°-114° C. at 18 mm Hg. which was used as is for the next step. The light yellow liquid was soluble in eth... Reactants: CC=1C=C(SC1)C(=O)O (4-methyl-thiophene-2-carboxylic acid), S(=O)(Cl)Cl (thionyl chloride). Yields the product CC=1C=C(SC1)C(=O)Cl (4-methyl-thiophene-2-carboxylic acid chloride). Starting materials: Cn1ccnc1Sc1ccc(Nc2c(C#N)cnc3cc(Br)ccc23)cc1Cl, O=C([O-])O, CC1(C)OB(c2csc(CN3CCOCC3)c2)OC1(C)C, COCCOC, [Na+], c1ccc(P(c2ccccc2)(c2ccccc2)[Pd](P(c2ccccc2)(c2ccccc2)c2ccccc2)(P(c2ccccc2)(c2ccccc2)c2ccccc2)P(c2ccccc2)(c2ccccc2)c2ccccc2)cc1. The product is Cn1ccnc1Sc1ccc(Nc2c(C#N)cnc3cc(-c4csc(CN5CCOCC5)c4)ccc23)cc1Cl. Reaction SMILES: [Br:1][c:2]1[cH:3][cH:4][c:5]2[c:6]([NH:14][c:15]3[cH:16][c:17]([Cl:28])[c:18]([S:21][c:22]4[n:23]([CH3:27])[cH:24][cH:25][n:26]4)[cH:19][cH:20]3)[c:7]([C:12]#[N:13])[cH:8][n:9][c:10]2[cH:11]1.[C:56](=[O:57])([OH:58])[O-:59].[CH3:29][C:30]1([CH3:31])[C:32]([CH3:33])([CH3:34])[O:35][B:36]([c:37]2[cH:38][c:39]([CH2:42][N:43]3[CH2:44][CH2:45][O:46][CH2:47][CH2:48]3)[s:40][cH:41]2)[O:49]1.[CH3:50][O:51][CH2:52][CH2:53][O:54][CH3:55].[Na+:60].[cH:61]1[cH:62][cH:63][c:64]([P:65]([Pd:66]([P:67]([c:68]2[cH:69][cH:70][cH:71][cH:72][cH:73]2)([c:74]2[cH:75][cH:76][cH:77][cH:78][cH:79]2)[c:80]2[cH:81][cH:82][cH:83][cH:84][cH:85]2)([P:86]([c:87]2[cH:88][cH:89][cH:90][cH:91][cH:92]2)([c:93]2[cH:94][cH:95][cH:96][cH:97][cH:98]2)[c:99]2[cH:100][cH:101][cH:102][cH:103][cH:104]2)[P:105]([c:106]2[cH:107][cH:108][cH:109][cH:110][cH:111]2)([c:112]2[cH:113][cH:114][cH:115][cH:116][cH:117]2)[c:118]2[cH:119][cH:120][cH:121][cH:122][cH:123]2)([c:124]2[cH:125][cH:126][cH:127][cH:128][cH:129]2)[c:130]2[cH:131][cH:132][cH:133][cH:134][cH:135]2)[cH:136][cH:137]1>>[c:2]1(-[c:37]2[cH:38][c:39]([CH2:42][N:43]3[CH2:44][CH2:45][O:46][CH2:47][CH2:48]3)[s:40][cH:41]2)[cH:3][cH:4][c:5]2[c:6]([NH:14][c:15]3[cH:16][c:17]([Cl:28])[c:18]([S:21][c:22]4[n:23]([CH3:27])[cH:24][cH:25][n:26]4)[cH:19][cH:20]3)[c:7]([C:12]#[N:13])[cH:8][n:9][c:10]2[cH:11]1. Reactants: COC=1C=C(C(=O)N2[C@H](C[C@H](C3=CC=CC=C23)O)C)C=CC1OC (cis-1-(3,4-dimethoxybenzoyl)-2-methyl-1,2,3,4-tetrahydro-4-quinolinol), N1CCCC2=CC(=CC=C12)NC(CCC)=O (N-(1,2,3,4-tetrahydro-6-quinolinyl)butanamide). Product: COC=1C=C(C(=O)N2C(CC(C3=CC=CC=C23)N2CCCC3=CC(=CC=C23)NC(CCC)=O)C)C=CC1OC (N-[1-[1-(3,4-Dimethoxybenzoyl)-2-methyl-1,2,3,4-tetrahydro-4-quinolinyl]-1,2,3,4-tetrahydro-6-quinolinyl]butanamide). Yield: 36.0%. Reaction SMILES: [CH3:1][O:2][C:3]1[CH:4]=[C:5]([CH:20]=[CH:21][C:22]=1[O:23][CH3:24])[C:6]([N:8]1[C:17]2[C:12](=[CH:13][CH:14]=[CH:15][CH:16]=2)[C@H:11](O)[CH2:10][C@@H:9]1[CH3:19])=[O:7].[NH:25]1[C:34]2[C:29](=[CH:30][C:31]([NH:35][C:36](=[O:40])[CH2:37][CH2:38][CH3:39])=[CH:32][CH:33]=2)[CH2:28][CH2:27][CH2:26]1>>[CH3:1][O:2][C:3]1[CH:4]=[C:5]([CH:20]=[CH:21][C:22]=1[O:23][CH3:24])[C:6]([N:8]1[C:17]2[C:12](=[CH:13][CH:14]=[CH:15][CH:16]=2)[CH:11]([N:25]2[C:34]3[C:29](=[CH:30][C:31]([NH:35][C:36](=[O:40])[CH2:37][CH2:38][CH3:39])=[CH:32][CH:33]=3)[CH2:28][CH2:27][CH2:26]2)[CH2:10][CH:9]1[CH3:19])=[O:7]. Procedure: Starting with cis-1-(3,4-dimethoxybenzoyl)-2-methyl-1,2,3,4-tetrahydro-4-quinolinol (800 mg, 2.44 mmol) prepared in Reference Example 1 and N-(1,2,3,4-tetrahydro-6-quinolinyl)butanamide (1.33 g, 6.1 mmol), the same procedure as shown in Example 1 was repeated to give the titled compound (463 mg, yield: 36%) as a colorless oil. (cis:trans=1:1.3) Reactants: ClC1=CC(=C(C(=C1)[N+](=O)[O-])N[C@H]1CS(CC1)(=O)=O)F ((4-chloro-2-fluoro-6-nitrophenyl)-((R)-1,1-dioxo-tetrahydro-1λ6-thiophen-3-yl)-amine), CS(=O)(=O)C1=NNC2=CN=CC=C21 (3-(methylsulfonyl)-1H-pyrazolo[3,4-c]pyridine), CS(=O)(=O)C1=NNC2=CC=CC=C12 (3-methanesulfonyl-1H-indazole). The product is ClC1=CC2=C(N(C(=N2)CN2N=C(C=3C2=CN=CC3)S(=O)(=O)C)[C@H]3CS(CC3)(=O)=O)C(=C1)F (1-({5-chloro-1-[(3R)-1,1-dioxidotetrahydrothiophen-3-yl]-7-fluoro-1H-benzimidazol-2-yl}methyl)-3-(methylsulfonyl)-1H-pyrazolo[3,4-c]pyridine). Procedure details: The title compound was prepared in analogy to Example 2-1 by using (4-chloro-2-fluoro-6-nitrophenyl)-((R)-1,1-dioxo-tetrahydro-1λ6-thiophen-3-yl)-amine and 3-(methylsulfonyl)-1H-pyrazolo[3,4-c]pyridine instead of (4-chloro-2-nitro-phenyl)-((R)-1,1-dioxo-tetrahydro-1λ6-thiophen-3-yl)-amine and 3-methanesulfonyl-1H-indazole. Reaction SMILES: [Cl:1][C:2]1[CH:7]=[C:6]([N+:8]([O-])=O)[C:5]([NH:11][C@@H:12]2[CH2:16][CH2:15][S:14](=[O:18])(=[O:17])[CH2:13]2)=[C:4]([F:19])[CH:3]=1.[CH3:20][S:21]([C:24]1[C:32]2[C:27](=[CH:28][N:29]=[CH:30][CH:31]=2)[NH:26][N:25]=1)(=[O:23])=[O:22].CS([C:37]1[C:45]2C(=CC=CC=2)NN=1)(=O)=O>>[Cl:1][C:2]1[CH:3]=[C:4]([F:19])[C:5]2[N:11]([C@@H:12]3[CH2:16][CH2:15][S:14](=[O:18])(=[O:17])[CH2:13]3)[C:37]([CH2:45][N:26]3[C:27]4=[CH:28][N:29]=[CH:30][CH:31]=[C:32]4[C:24]([S:21]([CH3:20])(=[O:23])=[O:22])=[N:25]3)=[N:8][C:6]=2[CH:7]=1. Starting materials: C(C)OC(CC1=C(N(C2=CC=C(C=C12)OC)CC1=C(C=CC=C1)Cl)C)=O (1-(2-Chlorophenylmethyl)-5-methoxy-2-methyl-1H-indole-3-acetic acid ethyl ester), C(C)OC(CC1=C(NC2=CC=C(C=C12)OC)C)=O (5-methoxy-2-methyl-1H-indole-3-acetic acid ethyl ester), [H-].[Na+] (NaH), ClC=1C=C(CCl)C=CC1 (meta-chlorobenzylchloride). The product is C(C)OC(CC1=C(N(C2=CC=C(C=C12)OC)CC1=CC(=CC=C1)Cl)C)=O (1-(3-chlorophenylmethyl)-5-methoxy-2-methyl-1H-indole-3-acetic acid ethyl ester). Yield: 55.0%. Reaction SMILES: [CH2:1]([O:3][C:4](=[O:26])[CH2:5][C:6]1[C:14]2[C:9](=[CH:10][CH:11]=[C:12]([O:15][CH3:16])[CH:13]=2)[N:8]([CH2:17][C:18]2[CH:23]=[CH:22][CH:21]=[CH:20][C:19]=2Cl)[C:7]=1[CH3:25])[CH3:2].C(OC(=O)CC1C2C(=CC=C(OC)C=2)NC=1C)C.[H-].[Na+].[Cl:47]C1C=C(C=CC=1)CCl>>[CH2:1]([O:3][C:4](=[O:26])[CH2:5][C:6]1[C:14]2[C:9](=[CH:10][CH:11]=[C:12]([O:15][CH3:16])[CH:13]=2)[N:8]([CH2:17][C:18]2[CH:23]=[CH:22][CH:21]=[C:20]([Cl:47])[CH:19]=2)[C:7]=1[CH3:25])[CH3:2] |f:2.3|. Procedure: 1-(2-Chlorophenylmethyl)-5-methoxy-2-methyl-1H-indole-3-acetic acid ethyl ester. Using the procedure described in Example 1, Part F, 494 mg (2 mmol) of 5-methoxy-2-methyl-1H-indole-3-acetic acid ethyl ester was reacted with 80 mg (2 mmol) of 60% NaH/mineral oil and 0.25 mL (2 mmol) of meta-chlorobenzylchloride and after chromatography on silica (eluting with 33% EtOAc/hexane) and crystallizing from MeOH there was obtained 409 mg (55%) of 1-(3-chlorophenylmethyl)-5-methoxy-2-methyl-1H-indole-3-ac... The reactants are CC(C)(C)OC(=O)N1CCN(c2ccc(N3CCC4(CC3)OCCO4)cc2)c2ccccc21, ClCCl, Cl, [Na+], C1COCCO1, O=C([O-])O. Product: c1ccc2c(c1)NCCN2c1ccc(N2CCC3(CC2)OCCO3)cc1. Reaction SMILES: [C:1]([O:2][C:3](=[O:4])[N:8]1[CH2:9][CH2:10][N:11]([c:18]2[cH:19][cH:20][c:21]([N:24]3[CH2:25][CH2:26][C:27]4([O:28][CH2:29][CH2:30][O:31]4)[CH2:32][CH2:33]3)[cH:22][cH:23]2)[c:12]2[cH:13][cH:14][cH:15][cH:16][c:17]21)([CH3:5])([CH3:6])[CH3:7].[Cl:46][CH2:47][Cl:48].[ClH:34].[Na+:35].[O:40]1[CH2:41][CH2:42][O:43][CH2:44][CH2:45]1.[OH:36][C:37](=[O:38])[O-:39]>>[NH:8]1[CH2:9][CH2:10][N:11]([c:18]2[cH:19][cH:20][c:21]([N:24]3[CH2:25][CH2:26][C:27]4([O:28][CH2:29][CH2:30][O:31]4)[CH2:32][CH2:33]3)[cH:22][cH:23]2)[c:12]2[cH:13][cH:14][cH:15][cH:16][c:17]21.